Dataset: the Open Reaction Database (ORD), a public repository of structured organic reaction records. Task: describe an organic reaction: reactants, conditions, products, and yield Reactants: C(C)OCCOC=1C=CC(=C(C1)C=C1C(NC(N1)=O)=O)[N+](=O)[O-] (5-[[5-(2-ethoxyethoxy)-2-nitrophenyl]methylene]-2,4-imidazolidinedione), CO (methanol), II (iodine). Reagents/catalysts: [Pd] (palladium on charcoal). Run in CN(C=O)C (dimethylformamide). Conditions: time 23 hour. The product is C(C)OCCOC1=CC=2C=C3C(=NC2C=C1)NC(N3)=O (7-(2-Ethoxyethoxy)-1,3-dihydro-2H-imidazo[4,5-b]quinolin-2-one). Reaction SMILES: [CH2:1]([O:3][CH2:4][CH2:5][O:6][C:7]1[CH:8]=[CH:9][C:10]([N+:21]([O-])=O)=[C:11]([CH:13]=[C:14]2[NH:18][C:17](=[O:19])[NH:16][C:15]2=O)[CH:12]=1)[CH3:2].CO.II>CN(C)C=O.[Pd]>[CH2:1]([O:3][CH2:4][CH2:5][O:6][C:7]1[CH:8]=[CH:9][C:10]2[N:21]=[C:15]3[NH:16][C:17](=[O:19])[NH:18][C:14]3=[CH:13][C:11]=2[CH:12]=1)[CH3:2]. Procedure details: A solution of 5-[[5-(2-ethoxyethoxy)-2-nitrophenyl]methylene]-2,4-imidazolidinedione (10.60 g, 33 mmol) in dimethylformamide (120 mL) was hydrogenated over 10% palladium on charcoal (1 g) at 50 p.s.i. in a low pressure hydrogenation apparatus. After 23 hours, the mixture was filtered through kieselguhr and the solvent evaporated to leave a solid which was suspended in refluxing methanol (200 mL) and treated with iodine (8.38 g, 33 mmol) added portionwise. After 15 minutes the mixture was concent... The reactants are CC=1C=C(C(=O)C2=C(C(=O)O)C=CC=C2)C=CC1C (2-(3,4-Dimethylbenzoyl)benzoic acid), O.NN (hydrazine hydrate), C1(=CC=CC=C1)P(=O)(C1=CC=CC=C1)ON (O-(diphenylphosphoryl)hydroxylamine). The product is NN1C(C2=CC=CC=C2C(=N1)C1=CC(=C(C=C1)C)C)=O (2-amino-4-(3,4-dimethylphenyl)phthalazin-1(2H)-one). Reaction SMILES: [CH3:1][C:2]1[CH:3]=[C:4]([CH:16]=[CH:17][C:18]=1[CH3:19])[C:5]([C:7]1[CH:15]=[CH:14][CH:13]=[CH:12][C:8]=1[C:9](O)=O)=O.[OH2:20].[NH2:21][NH2:22].C1(P(O[NH2:38])(C2C=CC=CC=2)=O)C=CC=CC=1>>[NH2:21][N:22]1[N:38]=[C:5]([C:4]2[CH:16]=[CH:17][C:18]([CH3:19])=[C:2]([CH3:1])[CH:3]=2)[C:7]2[C:8](=[CH:12][CH:13]=[CH:14][CH:15]=2)[C:9]1=[O:20] |f:1.2|. Procedure: 2-(3,4-Dimethylbenzoyl)benzoic acid was treated with hydrazine hydrate using a method similar to that described in Example 11A, followed by treatment with O-(diphenylphosphoryl)hydroxylamine using a method similar to that described in Example 1B to give the title compound. MS (APCI+) M/Z 266 (M+H)+.